Dataset: the Open Reaction Database (ORD), a public repository of structured organic reaction records. Task: describe an organic reaction: reactants, conditions, products, and yield Reactants: Cl.CN(CCCN=C=NCC)C (1-(3-Dimethylaminopropyl)3ethylcarbodiimide hydrochloride), C(=O)(O)CCCOC1=C(C=C2C(=NC=NC2=C1)NC1=C(C=C(C=C1)Cl)F)OC (7-(3-carboxypropoxy)-4-(4-chloro-2-fluoroanilino)-6-methoxyquinazoline), CN1CCNCC1 (1-methylpiperazine). Reagents/catalysts: CN(C1=CC=NC=C1)C (4-dimethylaminopyridine). Solvent: CN(C)C=O (DMF). Reaction conditions: time 24 hour. Product: N1=CN=CC2=CC=CC=C12 (quinazoline). Yield: 164.8%. Reaction SMILES: Cl.CN(C)CCCN=C=NCC.C(CCCO[C:20]1[CH:29]=[C:28]2[C:23]([C:24](NC3C=CC(Cl)=CC=3F)=[N:25][CH:26]=[N:27]2)=[CH:22][C:21]=1OC)(O)=O.CN1CCNCC1>CN(C)C1C=CN=CC=1.CN(C=O)C>[N:27]1[C:28]2[C:23](=[CH:22][CH:21]=[CH:20][CH:29]=2)[CH:24]=[N:25][CH:26]=1 |f:0.1|. Reported procedure: 1-(3-Dimethylaminopropyl)3ethylcarbodiimide hydrochloride (145 mg, 0.75 mmol) was added to a mixture of 7-(3-carboxypropoxy)-4-(4-chloro-2-fluoroanilino)-6-methoxyquinazoline (250 mg, 0.62 mmol), (prepared as described for the starting material in Example 42), 1-methylpiperazine (0.21 ml, 2.32 mmol) and 4-dimethylaminopyridine (300 mg, 2.46 mol) in DMF (7.5 ml). The reaction mixture; was stirred at ambient temperature for 24 hours and the volatiles were removed by evaporation. Water was added to... The reactants are Cc1cc(C)c(NC(=O)CBr)c(C)c1, C1=C(C2=NNCCCCCCCC2)CCCCCCCCC1, CCOC(=O)c1[nH]c(Br)nc1C, CO, Cc1ccccc1, CC(C)=O. The product is CCOC(=O)c1c(C)nc(Br)n1CC(=O)Nc1c(C)cc(C)cc1C. Reaction SMILES: [Br:13][CH2:14][C:15](=[O:16])[NH:17][c:18]1[c:19]([CH3:26])[cH:20][c:21]([CH3:25])[cH:22][c:23]1[CH3:24].[C:27]1([C:28]2=[CH:38][CH2:37][CH2:36][CH2:35][CH2:34][CH2:33][CH2:32][CH2:31][CH2:30][CH2:29]2)=[N:48][NH:47][CH2:46][CH2:45][CH2:44][CH2:43][CH2:42][CH2:41][CH2:40][CH2:39]1.[CH2:1]([CH3:2])[O:3][C:4](=[O:5])[c:6]1[nH:7][c:8]([Br:12])[n:9][c:10]1[CH3:11].[CH3:49][OH:50].[CH3:51][c:52]1[cH:53][cH:54][cH:55][cH:56][cH:57]1.[CH3:58][C:59](=[O:60])[CH3:61]>>[CH2:1]([CH3:2])[O:3][C:4](=[O:5])[c:6]1[n:7]([CH2:14][C:15](=[O:16])[NH:17][c:18]2[c:19]([CH3:26])[cH:20][c:21]([CH3:25])[cH:22][c:23]2[CH3:24])[c:8]([Br:12])[n:9][c:10]1[CH3:11]. The reactants are NC=1C(=CC2=C(C=CC(O2)(C)C)C1)[N+](=O)[O-] (6-amino-2,2-dimethyl-7-nitro-2H-1-benzopyran), O (water), N(=O)[O-].[Na+] (sodium nitrite), CuBr, Br (HBr). The solvent is C(C)(=O)O (acetic acid), OS(=O)(=O)O (H2SO4). Reaction conditions: time 0.5 hour. Yields the product BrC=1C(=CC2=C(C=CC(O2)(C)C)C1)[N+](=O)[O-] (6-Bromo-2,2-dimethyl-7-nitro-2H-1-benzopyran). As a reaction SMILES: N[C:2]1[C:3]([N+:14]([O-:16])=[O:15])=[CH:4][C:5]2[O:10][C:9]([CH3:12])([CH3:11])[CH:8]=[CH:7][C:6]=2[CH:13]=1.N([O-])=O.[Na+].O.[BrH:22]>C(O)(=O)C.OS(O)(=O)=O>[Br:22][C:2]1[C:3]([N+:14]([O-:16])=[O:15])=[CH:4][C:5]2[O:10][C:9]([CH3:12])([CH3:11])[CH:8]=[CH:7][C:6]=2[CH:13]=1 |f:1.2|. Reported procedure: A suspension of 6-amino-2,2-dimethyl-7-nitro-2H-1-benzopyran (5.0 g, the preparation of which was described in J. Med. Chem., 26, 1582 (1983)) in glacial acetic acid (19 mL) was added dropwise to a stirred solution of sodium nitrite (1.6 g) in conc. H2SO4 (19 mL) while maintaining the temperature below 10° C. After an additional 0.5 h, the dark brown solution was added to a stirred solution of CuBr (6.5 g) in 47% HBr (53 mL). After 1 h, water was added to the solution and it was extracted with e... Starting materials: C(C1=CC=CC=C1)=C1C(=C(C(N1)=O)N=O)OC (5-benzylidene-4-methoxy-3-nitroso-1,5-dihydropyrrol-2-one), C(C1=CC=CC=C1)N (benzylamine). Run in CO (methanol). Yields the product C(C1=CC=CC=C1)NC1=C(C(NC1=CC1=CC=CC=C1)=O)N=O (4-benzylamino-5-benzylidene-3-nitroso-1,5-dihydropyrrol-2-one). Yield: 60.0%. As a reaction SMILES: [CH:1](=[C:8]1[NH:12][C:11](=[O:13])[C:10]([N:14]=[O:15])=[C:9]1OC)[C:2]1[CH:7]=[CH:6][CH:5]=[CH:4][CH:3]=1.[CH2:18]([NH2:25])[C:19]1[CH:24]=[CH:23][CH:22]=[CH:21][CH:20]=1>CO>[CH2:18]([NH:25][C:9]1[C:8](=[CH:1][C:2]2[CH:7]=[CH:6][CH:5]=[CH:4][CH:3]=2)[NH:12][C:11](=[O:13])[C:10]=1[N:14]=[O:15])[C:19]1[CH:24]=[CH:23][CH:22]=[CH:21][CH:20]=1. Procedure: A solution of 0.11 g (0.5 mmol) 5-benzylidene-4-methoxy-3-nitroso-1,5-dihydropyrrol-2-one (prepared by the method of H. Poschenrieder et al (Arch. Pharm. Pharm. Med. Chem. 1998, vol. 331, pp. 389-394) and Stachel et al (J. Heterocycl. Chem. 1980, vol. 17, pp. 1195-1199 and Liebigs Ann. Chem. 1985, pp. 1692-1696)) in methanol was boiled under reflux with 0.25 ml (0.25 mmol) benzylamine for two minutes. The compound 4-benzylamino-5-benzylidene-3-nitroso-1,5-dihydropyrrol-2-one was obtained as red-...